This data is from the Open Reaction Database (ORD), a public repository of structured organic reaction records. The task is: describe an organic reaction: reactants, conditions, products, and yield Starting materials: CS(C)=O, NCCOc1ccc(O)c(C(N)=O)c1, CSc1nnc(-c2ccc(OCC3CO3)cc2)n1C, O. Yields the product CSc1nnc(-c2ccc(OCC(O)CNCCOc3ccc(O)c(C(N)=O)c3)cc2)n1C. Reaction SMILES: [CH3:35][S:36](=[O:37])[CH3:38].[NH2:20][CH2:21][CH2:22][O:23][c:24]1[cH:25][cH:26][c:27]([OH:33])[c:28]([C:29](=[O:30])[NH2:31])[cH:32]1.[O:1]1[CH:2]([CH2:3][O:4][c:5]2[cH:6][cH:7][c:8](-[c:11]3[n:12][n:13][c:14]([S:17][CH3:18])[n:15]3[CH3:16])[cH:9][cH:10]2)[CH2:19]1.[OH2:34]>>[OH:1][CH:2]([CH2:3][O:4][c:5]1[cH:6][cH:7][c:8](-[c:11]2[n:12][n:13][c:14]([S:17][CH3:18])[n:15]2[CH3:16])[cH:9][cH:10]1)[CH2:19][NH:20][CH2:21][CH2:22][O:23][c:24]1[cH:25][cH:26][c:27]([OH:33])[c:28]([C:29](=[O:30])[NH2:31])[cH:32]1. Starting materials: C(C)(C)(C)OC(=O)N1CCC(CC1)=O (4-oxo-piperidine-1-carboxylic acid tert-butyl ester), C(C1=CC=CC=C1)N (benzylamine), [N+](=O)([O-])C1=CC=C(C=C1)C=C[N+](=O)[O-] (1-nitro-4-(2-nitro-vinyl)-benzene), C(C)(C)(C)OC(=O)N1CC2=C(CC1)N(C=C2C2=CC=C(C=C2)[N+](=O)[O-])CC2=CC=CC=C2 (1-Benzyl-3-(4-nitro-phenyl)-1,4,6,7-tetrahydro-pyrrolo[3,2-c]pyridine-5-carboxylic acid tert-butyl ester). Solvent: C1(=CC=CC=C1)C (toluene), C1(=CC=CC=C1)C (toluene). Reaction conditions: time 10 minute. The product is C(C1=CC=CC=C1)N1C=C(C=2CNCCC21)C2=CC=C(C=C2)[N+](=O)[O-] (1-Benzyl-3-(4-nitro-phenyl)-4,5,6,7-tetrahydro-1H-pyrrolo[3,2-c]pyridine). Reaction SMILES: C(OC([N:8]1[CH2:13][CH2:12][C:11]2[N:14]([CH2:26][C:27]3[CH:32]=[CH:31][CH:30]=[CH:29][CH:28]=3)[CH:15]=[C:16]([C:17]3[CH:22]=[CH:21][C:20]([N+:23]([O-:25])=[O:24])=[CH:19][CH:18]=3)[C:10]=2[CH2:9]1)=O)(C)(C)C.C(OC(N1CCC(=O)CC1)=O)(C)(C)C.C(N)C1C=CC=CC=1.[N+](C1C=CC(C=C[N+]([O-])=O)=CC=1)([O-])=O>C1(C)C=CC=CC=1>[CH2:26]([N:14]1[C:11]2[CH2:12][CH2:13][NH:8][CH2:9][C:10]=2[C:16]([C:17]2[CH:18]=[CH:19][C:20]([N+:23]([O-:25])=[O:24])=[CH:21][CH:22]=2)=[CH:15]1)[C:27]1[CH:28]=[CH:29][CH:30]=[CH:31][CH:32]=1. Procedure details: 1-Benzyl-3-(4-nitro-phenyl)-1,4,6,7-tetrahydro-pyrrolo[3,2-c]pyridine-5-carboxylic acid tert-butyl ester. To a stirred solution of 4-oxo-piperidine-1-carboxylic acid tert-butyl ester (0.69 g) in toluene (5 mL) was added 378 μL of benzylamine. The mixture was stirred for 10 min and then 0.70 g of silica gel (SiO2) was added. After stirring at RT for 8 h, 0.77 g of 1-nitro-4-(2-nitro-vinyl)-benzene in toluene (5 mL) was added and the mixture was stirred for 14 h at RT. The mixture was then filtere... The reactants are BrC=1N=C(C(=NC1)NN)Cl (5-bromo-3-chloro-2-hydrazinylpyrazine), C(C)(OC)(OC)OC (trimethyl orthoacetate). The solvent is O (water). Conditions: temperature 130 celsius. Yields the product BrC=1N=C(C=2N(C1)C(=NN2)C)Cl (6-bromo-8-chloro-3-methyl-[1,2,4]triazolo[4,3-a]pyrazine). RXN SMILES: [Br:1][C:2]1[N:3]=[C:4]([Cl:10])[C:5]([NH:8][NH2:9])=[N:6][CH:7]=1.[C:11](OC)(OC)(OC)[CH3:12]>O>[Br:1][C:2]1[N:3]=[C:4]([Cl:10])[C:5]2[N:6]([C:11]([CH3:12])=[N:9][N:8]=2)[CH:7]=1. Procedure details: 5-bromo-3-chloro-2-hydrazinylpyrazine 11-1 (945 mg; 3.51 mmol) is dissolved in 12 ml trimethyl orthoacetate and heated up to 130° C. for 1 hour. The solution is diluted with water and extracted with EtOAc. The organic phase is then purified with flash chromatography: cHex/EtOAc=70%/30% to 55%/45% within 10 column volumes. Starting materials: CC(C)(C)c1cccc(N)c1, ClCCl, [N-]=C=O. Product: CC(C)(C)c1cccc(N=C=O)c1. RXN SMILES: [C:1]([CH3:2])([CH3:3])([CH3:4])[c:5]1[cH:6][c:7]([NH2:8])[cH:9][cH:10][cH:11]1.[Cl:15][CH2:16][Cl:17].[N-:12]=[C:13]=[O:14]>>[C:1]([CH3:2])([CH3:3])([CH3:4])[c:5]1[cH:6][c:7]([N:8]=[C:13]=[O:14])[cH:9][cH:10][cH:11]1.